Dataset: the Open Reaction Database (ORD), a public repository of structured organic reaction records. Task: describe an organic reaction: reactants, conditions, products, and yield Reported procedure: 17.07 g (0.0512 mol) of 3,3′-dichloro-4,4′-difluorobenzilic acid, 14.10 g (0.0926 mol) of DBU, and 26.29 g (0.1852 mol) of methyl iodide are reacted in 200 ml acetonitrile analogously to step I.10.3. Yield: 6.77 g (38% of theory). The reactants are ClC=1C=C(C(C(=O)O)(O)C2=CC(=C(C=C2)F)Cl)C=CC1F (3,3′-dichloro-4,4′-difluorobenzilic acid), C1CCC2=NCCCN2CC1 (DBU), CI (methyl iodide). RXN SMILES: [Cl:1][C:2]1[CH:3]=[C:4]([CH:18]=[CH:19][C:20]=1[F:21])[C:5]([C:10]1[CH:15]=[CH:14][C:13]([F:16])=[C:12]([Cl:17])[CH:11]=1)([OH:9])[C:6]([OH:8])=[O:7].[CH2:22]1CCN2C(=NCCC2)CC1.CI>C(#N)C>[Cl:1][C:2]1[CH:3]=[C:4]([CH:18]=[CH:19][C:20]=1[F:21])[C:5]([C:10]1[CH:15]=[CH:14][C:13]([F:16])=[C:12]([Cl:17])[CH:11]=1)([OH:9])[C:6]([O:8][CH3:22])=[O:7]. Solvent: C(C)#N (acetonitrile). Yields the product ClC=1C=C(C(C(=O)OC)(O)C2=CC(=C(C=C2)F)Cl)C=CC1F (methyl 3,3′-dichloro-4,4′-difluorobenzilate). Reactants: [Cu]C#N (copper (I) cyanide), BrC1=CSC=2C(CN(CCC21)C(C(F)(F)F)=O)C2=CC=CC=C2 (3-bromo-8-phenyl-5,6,7,8-tetrahydro-6-trifluoroacetyl-4H-thieno[2,3-d]azepine), CO (methanol). The solvent is CN(C=O)C (dimethylformamide). Product: C1(=CC=CC=C1)C1CN(CCC2=C1SC=C2C#N)C(C(F)(F)F)=O (8-Phenyl-5,6,7,8-tetrahydro-6-trifluoroacetyl-4H-thieno-[2,3-d]-azepine-3-carbonitrile). RXN SMILES: [Cu][C:2]#[N:3].Br[C:5]1[C:14]2[CH2:13][CH2:12][N:11]([C:15](=[O:20])[C:16]([F:19])([F:18])[F:17])[CH2:10][CH:9]([C:21]3[CH:26]=[CH:25][CH:24]=[CH:23][CH:22]=3)[C:8]=2[S:7][CH:6]=1.CO>CN(C)C=O>[C:21]1([CH:9]2[C:8]3[S:7][CH:6]=[C:5]([C:2]#[N:3])[C:14]=3[CH2:13][CH2:12][N:11]([C:15](=[O:20])[C:16]([F:19])([F:18])[F:17])[CH2:10]2)[CH:26]=[CH:25][CH:24]=[CH:23][CH:22]=1. Reported procedure: A mixture of copper (I) cyanide (0.45 g) and 3-bromo-8-phenyl-5,6,7,8-tetrahydro-6-trifluoroacetyl-4H-thieno[2,3-d]azepine (1.0 g) in dry dimethylformamide (10 ml) was heated under reflux for 5 hours. After allowing to cool to room temperature methanol (35 ml) was added and the mixture stirred vigorously, filtered and the filtrate evaporated to a yellow oil. Chromatography on silica eluting with diethylether gave the nitrile product, m.p. 107°. Starting materials: ClC=1C=C(C=CC1Cl)C(CC=O)C1N(C(C2=CC(=CC=C12)OC)=O)C (3-(3,4-Dichlorophenyl)-3-(5-methoxy-2-methyl-3-oxo-2,3-dihydro-1H-isoindol-1-yl)propionaldehyde), C(C)(=O)NC1(CCNCC1)C1=CC=CC=C1 (4-acetamido-4-phenylpiperidine). Product: Cl.ClC=1C=C(C=CC1Cl)C(CCN1CCC(CC1)(C1=CC=CC=C1)NC(C)=O)C1N(C(C2=CC(=CC=C12)OC)=O)C (3-[1-(3,4-Dichlorophenyl)-3-(4-acetamido-4-phenylpiperidino)propyl]-6-methoxy-2-methyl-2,3-dihydroisoindol-1-one hydrochloride). The yield is 225.9%. Reaction SMILES: [Cl:1][C:2]1[CH:3]=[C:4]([CH:9]([CH:13]2[C:21]3[C:16](=[CH:17][C:18]([O:22][CH3:23])=[CH:19][CH:20]=3)[C:15](=[O:24])[N:14]2[CH3:25])[CH2:10][CH:11]=O)[CH:5]=[CH:6][C:7]=1[Cl:8].[C:26]([NH:29][C:30]1([C:36]2[CH:41]=[CH:40][CH:39]=[CH:38][CH:37]=2)[CH2:35][CH2:34][NH:33][CH2:32][CH2:31]1)(=[O:28])[CH3:27]>>[ClH:1].[Cl:1][C:2]1[CH:3]=[C:4]([CH:9]([CH:13]2[C:21]3[C:16](=[CH:17][C:18]([O:22][CH3:23])=[CH:19][CH:20]=3)[C:15](=[O:24])[N:14]2[CH3:25])[CH2:10][CH2:11][N:33]2[CH2:32][CH2:31][C:30]([NH:29][C:26](=[O:28])[CH3:27])([C:36]3[CH:41]=[CH:40][CH:39]=[CH:38][CH:37]=3)[CH2:35][CH2:34]2)[CH:5]=[CH:6][C:7]=1[Cl:8] |f:2.3|. Procedure details: 3-(3,4-Dichlorophenyl)-3-(5-methoxy-2-methyl-3-oxo-2,3-dihydro-1H-isoindol-1-yl)propionaldehyde (0.38 g) was coupled to 4-acetamido-4-phenylpiperidine (0.29 g) by a method similar to that described in Example 8. The reaction product was purified by chromatography and converted to the corresponding hydrochloride salt as described in the Example 8 to afford the title compound (0.7 g); mp 182°-210° C. (d); MS: m/z=580(M+1); NMR(CD3OD): 2.1 (s,3), 2.3 (m,2), 2.9 (m,1), 2.6 (m,2), 2.7-3.0 (m,3), 3.1-... Starting materials: [Al+3], c1ccc2c(c1)CCCN2, ClCCl, [Cl-], [Cl-], [Cl-], O=C(C(F)(F)F)C(F)(F)F. Product: OC(c1ccc2c(c1)CCCN2)(C(F)(F)F)C(F)(F)F. RXN SMILES: [Al+3:12].[CH2:1]1[CH2:2][NH:3][c:4]2[cH:5][cH:6][cH:7][cH:8][c:9]2[CH2:10]1.[CH2:25]([Cl:26])[Cl:27].[Cl-:11].[Cl-:13].[Cl-:14].[F:15][C:16]([F:17])([F:18])[C:19](=[O:20])[C:21]([F:22])([F:23])[F:24]>>[CH2:1]1[CH2:2][NH:3][c:4]2[cH:5][cH:6][c:7]([C:19]([C:16]([F:15])([F:17])[F:18])([OH:20])[C:21]([F:22])([F:23])[F:24])[cH:8][c:9]2[CH2:10]1. Reactants: COc1ccc2cc(Br)ccc2c1, COc1ccc2cc(C(C)C(=O)O)ccc2c1. The product is Oc1ccc2cc(Br)ccc2c1. Reaction SMILES: [Br:18][c:19]1[cH:20][c:21]2[cH:22][cH:23][c:24]([O:29][CH3:30])[cH:25][c:26]2[cH:27][cH:28]1.[CH3:1][O:2][c:3]1[cH:4][c:5]2[c:6]([cH:7][cH:8]1)[cH:9][c:10]([CH:11]([CH3:12])[C:13]([OH:14])=[O:15])[cH:16][cH:17]2>>[Br:18][c:19]1[cH:20][c:21]2[cH:22][cH:23][c:24]([OH:29])[cH:25][c:26]2[cH:27][cH:28]1.